Dataset: the Open Reaction Database (ORD), a public repository of structured organic reaction records. Task: describe an organic reaction: reactants, conditions, products, and yield The reactants are C(CCC)NC(CCN(CCS)CCC(NCCCC)=O)=O (N-butyl-3-[(2-butylcarbamoyl-ethyl)-(2-mercapto-ethyl)-amino]-propionamide), [H-].[Al+3].[Li+].[H-].[H-].[H-] (lithium aluminum hydride), O (water), [OH-].[Na+] (sodium hydroxide), O (water). Solvent: COCCOC (1,2-dimethoxyethane), C(Cl)Cl (methylene chloride). Product: C(CCC)NCCCN(CCS)CCCNCCCC (2-[Bis-(3-butylamino-propyl)-amino]-ethanethiol). As a reaction SMILES: [CH2:1]([NH:5][C:6](=O)[CH2:7][CH2:8][N:9]([CH2:13][CH2:14][C:15](=O)[NH:16][CH2:17][CH2:18][CH2:19][CH3:20])[CH2:10][CH2:11][SH:12])[CH2:2][CH2:3][CH3:4].[H-].[Al+3].[Li+].[H-].[H-].[H-].O.[OH-].[Na+]>COCCOC.C(Cl)Cl>[CH2:17]([NH:16][CH2:15][CH2:14][CH2:13][N:9]([CH2:8][CH2:7][CH2:6][NH:5][CH2:1][CH2:2][CH2:3][CH3:4])[CH2:10][CH2:11][SH:12])[CH2:18][CH2:19][CH3:20] |f:1.2.3.4.5.6,8.9|. Reported procedure: Dissolve N-butyl-3-[(2-butylcarbamoyl-ethyl)-(2-mercapto-ethyl)-amino]-propionamide (10 mmol) prepared in Scheme VIII, step A in 1,2-dimethoxyethane (50 mL) and treat with lithium aluminum hydride (20 mmol). Heat the reaction to reflux for 18 hours. After cooling the reaction is worked up by consecutive addition of water (0.8 mL), 10% sodium hydroxide (1.2 mL) and water (2.2 mL). Then dilute with methylene chloride (200 mL), rinse with water (100 mL), brine (100 mL), dry over anhydrous sodium su... The reactants are C(C1=CC=CC=C1)OC(=O)N1CCN(CC1)C1=NN2C(N=CC=C2C2=CC=NC=C2)=N1 (4-[7-(4-pyridyl)[1,2,4]triazolo[1,5-a]pyrimidin-2-yl]-1-piperazine carboxylic acid benzyl ester), Br (hydrobromic acid). Run in CCOCC (Ether). Yields the product N1(CCNCC1)C1=NN2C(N=CC=C2C2=CC=NC=C2)=N1 (2-(1-Piperazinyl)-7-(4-pyridyl)[1,2,4]triazolo-[1,5-a]pyrimidine). RXN SMILES: C(OC([N:11]1[CH2:16][CH2:15][N:14]([C:17]2[N:31]=[C:20]3[N:21]=[CH:22][CH:23]=[C:24]([C:25]4[CH:30]=[CH:29][N:28]=[CH:27][CH:26]=4)[N:19]3[N:18]=2)[CH2:13][CH2:12]1)=O)C1C=CC=CC=1.Br>CCOCC>[N:14]1([C:17]2[N:31]=[C:20]3[N:21]=[CH:22][CH:23]=[C:24]([C:25]4[CH:30]=[CH:29][N:28]=[CH:27][CH:26]=4)[N:19]3[N:18]=2)[CH2:13][CH2:12][NH:11][CH2:16][CH2:15]1. Reported procedure: To an 8.0 g amount of 4-[7-(4-pyridyl)[1,2,4]triazolo[1,5-a]pyrimidin-2-yl]-1-piperazine carboxylic acid benzyl ester in 125 ml round bottom flask was added 25.0 ml of hydrobromic acid (31% in glacial acetic acid). The mixture was allowed to react for 20 minutes then was cooled. Ether was added to separate the precipitate. The precipitate was collected by filtration and dissolved in water. The solution was adjusted to a pH greater than pH 7 with 5N sodium hydroxide and extracted with three equal... Reactants: Cl (hydrochloric acid), C1=2C(=O)OC(NC1=CC=CC2)=O (isatoic anhydride), C(C)(=O)OC(C)=O (acetic anhydride). The solvent is ice. Yields the product 51.5, C(C)(=O)NC=1C(C(=O)O)=CC=CC1 (N-acetylanthranilic acid). Yield: 94.0%. As a reaction SMILES: [C:1]12[C:7](=[CH:8][CH:9]=[CH:10][CH:11]=1)[NH:6][C:5](=[O:12])[O:4][C:2]2=[O:3].[C:13](OC(=O)C)(=O)C.Cl>>[C:5]([NH:6][C:7]1[C:1](=[CH:11][CH:10]=[CH:9][CH:8]=1)[C:2]([OH:4])=[O:3])(=[O:12])[CH3:13]. Procedure details: The isatoic anhydride and acetic anhydride were combined in a three necked, round bottomed flask equipped with a mechanical stirrer, dropping funnel, thermometer, reflux condenser and drying tube. The acetic anhydride was added to the mixture through the dropping funnel over a period of 30 minutes. The reaction was heated to 90°-100° C for 1.5 hours and then cooled to room temperature. The cooled reaction mixture was poured into a kilogram of ice containing 150 ml of concentrated hydrochloric ac... Reactants: O=C1C(N(C=CN1)S(=O)(=O)C1=CC=C(C=C1)C)CC(=O)O ([3-oxo-1-(toluene-4-sulfonyl)-1,2,3,4-tetrahydro-pyrazin-2-yl]-acetic acid), C(CCl)Cl (EDC), C=1C=CC2=C(C1)N=NN2O (HOBt), NC1=CC=C(C=C1)CCCO (3-(4-amino-phenyl)-propan-1-ol), CCN(C(C)C)C(C)C ((iPr)2NEt). The solvent is C(Cl)Cl (CH2Cl2), C(Cl)Cl (CH2Cl2). Conditions: time 8 hour. Product: OCCCC1=CC=C(C=C1)NC(CC1N(C=CNC1=O)S(=O)(=O)C1=CC=C(C=C1)C)=O (N-[4-(3-Hydroxy-propyl)-phenyl]-2-[3-oxo-1-(toluene-4-sulfonyl)-1,2,3,4-tetrahydro-pyrazin-2-yl]-acetamide). As a reaction SMILES: [O:1]=[C:2]1[NH:7][CH:6]=[CH:5][N:4]([S:8]([C:11]2[CH:16]=[CH:15][C:14]([CH3:17])=[CH:13][CH:12]=2)(=[O:10])=[O:9])[CH:3]1[CH2:18][C:19]([OH:21])=O.C(Cl)CCl.C1C=CC2N(O)N=NC=2C=1.[NH2:36][C:37]1[CH:42]=[CH:41][C:40]([CH2:43][CH2:44][CH2:45][OH:46])=[CH:39][CH:38]=1.CCN(C(C)C)C(C)C>C(Cl)Cl>[OH:46][CH2:45][CH2:44][CH2:43][C:40]1[CH:39]=[CH:38][C:37]([NH:36][C:19](=[O:21])[CH2:18][CH:3]2[C:2](=[O:1])[NH:7][CH:6]=[CH:5][N:4]2[S:8]([C:11]2[CH:16]=[CH:15][C:14]([CH3:17])=[CH:13][CH:12]=2)(=[O:9])=[O:10])=[CH:42][CH:41]=1. Procedure: To a 20 mL vial was added [3-oxo-1-(toluene-4-sulfonyl)-1,2,3,4-tetrahydro-pyrazin-2-yl]-acetic acid (500 mg, 1.61 mmol), EDC (Aldrich, 464 mg, 2.42 mmol), HOBt (Aldrich, 195 mg, 1.45 mmol), CH2Cl2 (5 mL), 3-(4-amino-phenyl)-propan-1-ol (731 mg, 4.84 mmol) and (iPr)2NEt (Aldrich, 0.56 mL, 3.22 mmol). The reaction mixture was stirred at room temperature overnight and diluted with CH2Cl2 (60 mL). The organic phase was washed with saturated NaHCO3, water and brine, dried over Na2SO4, filtered and c... Starting materials: NC1=NC=C(C=C1Cl)Cl (2-amino-3,5-dichloropyridine), ClCC(=O)CCl (1,3-dichloroacetone), C(OC)COC (dimethoxyethane). Solvent: C(C)O (Ethanol). Reaction conditions: time 8 hour. The product is ClC=1C=C(C=2N(C1)C=C(N2)CCl)Cl (6,8-dichloro-2-(chloromethyl)imidazo[1,2-a]pyridine). Yield: 30.0%. As a reaction SMILES: [NH2:1][C:2]1[C:7]([Cl:8])=[CH:6][C:5]([Cl:9])=[CH:4][N:3]=1.[Cl:10][CH2:11][C:12]([CH2:14]Cl)=O.C(COC)OC>C(O)C>[Cl:9][C:5]1[CH:6]=[C:7]([Cl:8])[C:2]2[N:3]([CH:14]=[C:12]([CH2:11][Cl:10])[N:1]=2)[CH:4]=1. Procedure: A mixture of 2-amino-3,5-dichloropyridine (Aldrich; 5.12 g), 1,3-dichloroacetone (Aldrich; 4.68 g), and dimethoxyethane (28 mL) is stirred overnight at room temperature. Ethanol (28 mL) is then added and the mixture is refluxed for 7.5 h and then stirred overnight at room temperature. The mixture is then refluxed for an additional 24 h and is then concentrated under reduced pressure and partitioned between saturated aq. sodium bicarbonate and dichloromethane. The combined organic layers are wash... Reactants: Cc1ccc(-c2nc(COC3CCCC(CCC(C)(C)C(=O)OC(C)(C)C)C3)c(C)o2)cc1, Cc1ccccc1, ClCCl, O=C(O)C(F)(F)F. The product is Cc1ccc(-c2nc(COC3CCCC(CCC(C)(C)C(=O)O)C3)c(C)o2)cc1. Reaction SMILES: [CH3:1][C:2]([C:3](=[O:4])[O:5][C:6]([CH3:7])([CH3:8])[CH3:9])([CH2:10][CH2:11][CH:12]1[CH2:13][CH:14]([O:18][CH2:19][c:20]2[n:21][c:22](-[c:26]3[cH:27][cH:28][c:29]([CH3:32])[cH:30][cH:31]3)[o:23][c:24]2[CH3:25])[CH2:15][CH2:16][CH2:17]1)[CH3:33].[CH3:41][c:42]1[cH:43][cH:44][cH:45][cH:46][cH:47]1.[Cl:48][CH2:49][Cl:50].[OH:34][C:35]([C:36]([F:37])([F:38])[F:39])=[O:40]>>[CH3:1][C:2]([C:3](=[O:4])[OH:5])([CH2:10][CH2:11][CH:12]1[CH2:13][CH:14]([O:18][CH2:19][c:20]2[n:21][c:22](-[c:26]3[cH:27][cH:28][c:29]([CH3:32])[cH:30][cH:31]3)[o:23][c:24]2[CH3:25])[CH2:15][CH2:16][CH2:17]1)[CH3:33].